Dataset: the Open Reaction Database (ORD), a public repository of structured organic reaction records. Task: describe an organic reaction: reactants, conditions, products, and yield Reactants: OCCNC(C1=CC=CC=C1)=O (N-(2-Hydroxyethyl)benzamide), CCCCC(CC)C(=O)[O-].CCCCC(CC)C(=O)[O-].[Sn+2] (stannous octoate). The solvent is O (water). Conditions: temperature 230 celsius. The product is C1(=CC=CC=C1)C=1OCCN1 (2-phenyl-2-oxazoline). Yield: 58.0%. As a reaction SMILES: O[CH2:2][CH2:3][NH:4][C:5](=[O:12])[C:6]1[CH:11]=[CH:10][CH:9]=[CH:8][CH:7]=1.CCCCC(C([O-])=O)CC.CCCCC(C([O-])=O)CC.[Sn+2]>O>[C:6]1([C:5]2[O:12][CH2:2][CH2:3][N:4]=2)[CH:7]=[CH:8][CH:9]=[CH:10][CH:11]=1 |f:1.2.3|. Procedure details: N-(2-Hydroxyethyl)benzamide (200 parts by weight) and stannous octoate (1 part by weight) were charged to the standard reaction vessel as one lot. The mixture was heated to 230° C. at 250 mm Hg (33 kPa) and maintained at these conditions for 4 hours by when water had ceased to distil over. The residues were distilled under vacuum to give 2-phenyl-2-oxazoline (yield 58%), b.p. 115° C./1 mm Hg (0.13 kPa). Starting materials: C([O-])([O-])=O.[K+].[K+] (potassium carbonate), NCCCCCCCC(=O)O (8-aminocaprylic acid), FC1=CC=C2C(C(=O)OC(N2)=O)=C1 (5-fluoroisatoic anhydride), Cl (hydrochloric acid). Solvent: O (water), O1CCOCC1 (dioxane). Conditions: temperature 90 celsius. Yields the product NC1=C(C(=O)NCCCCCCCC(=O)O)C=C(C=C1)F (N-(2-amino-5-fluorobenzoyl) -8-aminocaprylic acid), solid. Yield: 67.0%. Reaction SMILES: C(=O)([O-])[O-].[K+].[K+].[NH2:7][CH2:8][CH2:9][CH2:10][CH2:11][CH2:12][CH2:13][CH2:14][C:15]([OH:17])=[O:16].[F:18][C:19]1[CH:30]=[C:23]2[C:24](OC(=O)[NH:28][C:22]2=[CH:21][CH:20]=1)=[O:25].Cl>O.O1CCOCC1>[NH2:28][C:22]1[CH:21]=[CH:20][C:19]([F:18])=[CH:30][C:23]=1[C:24]([NH:7][CH2:8][CH2:9][CH2:10][CH2:11][CH2:12][CH2:13][CH2:14][C:15]([OH:17])=[O:16])=[O:25] |f:0.1.2|. Reported procedure: A 50% (by weight) solution of potassium carbonate (11.2 mL, 16.8 mmol, 1.02 eq), 8-aminocaprylic acid (9.5 g, 59.7 mmol, 1.00 eq), 5-fluoroisatoic anhydride (10.82 g, 59.7 mmol, 1.00 eq), dioxane (40 mL), and water (5 mL) were added to a 100 mL round bottom flask equipped with a magnetic stir bar and a condenser. The red cloudy mixture was heated to 90° C. for 2 hours (at which time the reaction was determined, by HPLC, to have finished). The deep purple solution was cooled to 25° C. and acidifi... Reactants: BrC1=CC(=CC(=C1)F)Br (1,3-dibromo-5-fluorobenzene), C(C)(C)(C)O[K] (tBuOK), CN(CCNC)C (N1,N1,N2-trimethylethane-1,2-diamine). The solvent is C1(=CC=CC=C1)C (toluene). Reaction conditions: temperature 110 celsius, time 8 hour. Yields the product BrC=1C=C(C=C(C1)F)NCCN(C)C (N1-(3-bromo-5-fluorophenyl)-N2,N2-dimethylethane-1,2-diamine). The yield is 24.8%. As a reaction SMILES: Br[C:2]1[CH:7]=[C:6]([F:8])[CH:5]=[C:4]([Br:9])[CH:3]=1.C(O[K])(C)(C)C.[CH3:16][N:17]([CH3:22])[CH2:18][CH2:19][NH:20]C>C1(C)C=CC=CC=1>[Br:9][C:4]1[CH:3]=[C:2]([NH:20][CH2:19][CH2:18][N:17]([CH3:22])[CH3:16])[CH:7]=[C:6]([F:8])[CH:5]=1. Procedure: To a solution of 1,3-dibromo-5-fluorobenzene (LXXIV) (4 g, 15.75 mmol) in toluene (50 mL) was added tBuOK (5.3 g, 47.25 mmol) and N1,N1,N2-trimethylethane-1,2-diamine (2.778 mL, 31.5 mmol). The reaction was stirred at 110° C. overnight. The solvent was removed under vacuum and the residue was partitioned between EtOAc and water. The organic layer was separated, washed with water, brine, dried over MgSO4 and evaporated under vacuum. The crude product was purified on a silica gel column (100% CHCl...